From a dataset of the Open Reaction Database (ORD), a public repository of structured organic reaction records. describe an organic reaction: reactants, conditions, products, and yield Starting materials: CN1CCOCC1 (N-methylmorpholine), Cl.COC([C@@H](N)C)=O (L-alanine methyl ester hydrochloride), C=1C=CC2=C(C1)N=NN2O (HOBt), 1-(3-dimethlylaminopropyl)-3-ethylcarbodiimide, C(=O)(OC(C)(C)C)N[C@H](CCSC)C(=O)O (Boc-(D)-Methionine). The solvent is CN(C)C=O (DMF). Run at time 8 hour. The product is N([C@H](CCSC)C(=O)N[C@@H](C)C(=O)OC)C(=O)OC(C)(C)C (Boc-(D)-Met-(L)-Ala-OMe). The yield is 77.1%. As a reaction SMILES: CN1CCOCC1.Cl.[CH3:9][O:10][C:11](=[O:15])[C@H:12]([CH3:14])[NH2:13].C1C=CC2N(O)N=NC=2C=1.[C:26]([NH:33][C@@H:34]([C:39](O)=[O:40])[CH2:35][CH2:36][S:37][CH3:38])([O:28][C:29]([CH3:32])([CH3:31])[CH3:30])=[O:27]>CN(C=O)C>[NH:33]([C:26]([O:28][C:29]([CH3:32])([CH3:31])[CH3:30])=[O:27])[C@@H:34]([C:39]([NH:13][C@H:12]([C:11]([O:10][CH3:9])=[O:15])[CH3:14])=[O:40])[CH2:35][CH2:36][S:37][CH3:38] |f:1.2|. Procedure details: N-methylmorpholine (5.6 g), L-alanine methyl ester hydrochloride (3.9 g), HOBt (4.6 g) and 1-(3-dimethlylaminopropyl)-3-ethylcarbodiimide (5.3 g) was added to a solution of Boc-(D)-Methionine (7 g, 0.028 mol) in dry DMF (50 ml). The mixture was stirred overnight. Solvent was removed by evaporation and the residue was partitioned between dichloromethane (100 ml) and 5% aqueous acetic acid (5 ml). On standing HOBt crystallised and was removed by filtration, and the organic layer was separated and ...